This data is from the Open Reaction Database (ORD), a public repository of structured organic reaction records. The task is: describe an organic reaction: reactants, conditions, products, and yield The reactants are C(C1=CC=CC=C1)ON(CCCCC#N)C(CCCCN(C(CCCCNOCC1=CC=CC=C1)=O)OCC1=CC=CC=C1)=O (6,12,18-Tris(benzyloxy)-7,13-dioxo-6,12,18-triazaoctadecanenitrile), C(CCCCCCCCC)(=O)Cl (decanoyl chloride), C(C1=CC=CC=C1)ON(C(CCCCCl)=O)CCCCC#N (N-(Benzyloxy)-N-(4-cyanobutyl)-5-chloropentanamide). Solvent: C(Cl)Cl (CH2Cl2), [OH-].[Na+] (NaOH). The product is C(C1=CC=CC=C1)ON(CCCCC#N)C(CCCCN(C(CCCCN(C(CCCCCCCCC)=O)OCC1=CC=CC=C1)=O)OCC1=CC=CC=C1)=O (6,12,18-Tris(benzyloxy)-7,13,19-trioxo-6,12,18-triazaoctacosanenitrile). Yield: 80.0%. Reaction SMILES: [CH2:1]([O:8][N:9]([C:16](=[O:45])[CH2:17][CH2:18][CH2:19][CH2:20][N:21]([O:37][CH2:38][C:39]1[CH:44]=[CH:43][CH:42]=[CH:41][CH:40]=1)[C:22](=[O:36])[CH2:23][CH2:24][CH2:25][CH2:26][NH:27][O:28][CH2:29][C:30]1[CH:35]=[CH:34][CH:33]=[CH:32][CH:31]=1)[CH2:10][CH2:11][CH2:12][CH2:13][C:14]#[N:15])[C:2]1[CH:7]=[CH:6][CH:5]=[CH:4][CH:3]=1.[C:46](Cl)(=[O:56])[CH2:47][CH2:48][CH2:49][CH2:50][CH2:51][CH2:52][CH2:53][CH2:54][CH3:55].C(ON(CCCCC#N)C(=O)CCCCCl)C1C=CC=CC=1>C(Cl)Cl.[OH-].[Na+]>[CH2:1]([O:8][N:9]([C:16](=[O:45])[CH2:17][CH2:18][CH2:19][CH2:20][N:21]([O:37][CH2:38][C:39]1[CH:44]=[CH:43][CH:42]=[CH:41][CH:40]=1)[C:22](=[O:36])[CH2:23][CH2:24][CH2:25][CH2:26][N:27]([O:28][CH2:29][C:30]1[CH:35]=[CH:34][CH:33]=[CH:32][CH:31]=1)[C:46](=[O:56])[CH2:47][CH2:48][CH2:49][CH2:50][CH2:51][CH2:52][CH2:53][CH2:54][CH3:55])[CH2:10][CH2:11][CH2:12][CH2:13][C:14]#[N:15])[C:2]1[CH:3]=[CH:4][CH:5]=[CH:6][CH:7]=1 |f:4.5|. Procedure: Compound (8) (1.20 g, 1.95 mmol) was reacted with decanoyl chloride (0,565 g, 2.96 mmol) in CH2Cl2 and 1N NaOH following the procedure used for (3). Purification by silica gel column chromatography with 2:1 EtOAc/hexane as the eluant provided 1.20 g (80%) of (10) as an oil: NMR δ 0.90 (t, 3 H, J=6), 1.13-1.40 (m, 14 H), 1.47-1.90 (m, 12 H), 2.23-2.53 (m, 8 H), 3.50-3.77 (m, 6 H), 4.77 (s, 6 H), 7.33 (s, 15 H). Anal. (C46H64N4O6) C, H, N. The reactants are COC(OC)N(C)C, Cc1cc(F)c([N+](=O)[O-])cc1[N+](=O)[O-], CN(C)C=O, O. The product is CN(C)C=Cc1cc(F)c([N+](=O)[O-])cc1[N+](=O)[O-]. RXN SMILES: [CH3:15][O:16][CH:17]([O:18][CH3:19])[N:20]([CH3:21])[CH3:22].[F:1][c:2]1[c:3]([N+:12](=[O:13])[O-:14])[cH:4][c:5]([N+:9](=[O:10])[O-:11])[c:6]([CH3:8])[cH:7]1.[O:23]=[CH:24][N:25]([CH3:26])[CH3:27].[OH2:28]>>[F:1][c:2]1[c:3]([N+:12](=[O:13])[O-:14])[cH:4][c:5]([N+:9](=[O:10])[O-:11])[c:6]([CH:8]=[CH:17][N:20]([CH3:21])[CH3:22])[cH:7]1. The reactants are [BH4-].[Na+] (sodium borohydride), ClC1=CC=C(OC(C(C(COC2=CC=C(C=C2)Cl)(C)C)=O)N2C=NC=C2)C=C1 (1,4-bis-(4-chlorophenoxy)-3,3-dimethyl-1-(imidazol-1-yl)-butan-2-one), Cl (hydrochloric acid). Solvent: CO (methanol). Conditions: time 5 hour. Product: ClC1=CC=C(OC(C(C(COC2=CC=C(C=C2)Cl)(C)C)O)N2C=NC=C2)C=C1 (1,4-bis-(4-chlorophenoxy)-3,3 -dimethyl-1-(imidazol-1-yl)-butan-2-ol). Isolated yield 82.7%. Reaction SMILES: [Cl:1][C:2]1[CH:28]=[CH:27][C:5]([O:6][CH:7]([N:22]2[CH:26]=[CH:25][N:24]=[CH:23]2)[C:8](=[O:21])[C:9]([CH3:20])([CH3:19])[CH2:10][O:11][C:12]2[CH:17]=[CH:16][C:15]([Cl:18])=[CH:14][CH:13]=2)=[CH:4][CH:3]=1.[BH4-].[Na+].Cl>CO>[Cl:1][C:2]1[CH:3]=[CH:4][C:5]([O:6][CH:7]([N:22]2[CH:26]=[CH:25][N:24]=[CH:23]2)[CH:8]([OH:21])[C:9]([CH3:19])([CH3:20])[CH2:10][O:11][C:12]2[CH:13]=[CH:14][C:15]([Cl:18])=[CH:16][CH:17]=2)=[CH:27][CH:28]=1 |f:1.2|. Reported procedure: 13.1 g (0.031 mol) of 1,4-bis-(4-chlorophenoxy)-3,3-dimethyl-1-(imidazol-1-yl)-butan-2-one (Example 2) were dissolved in 100 ml of methanol, and 1.4 g of sodium borohydride were added in portions at 0° to 5° C. The mixture was subsequently stirred at room temperature for 5 hours, acidified with 10 ml of 2 N hydrochloric acid and stirred at room temperature for a further 2 hours. The solvent was then distilled off in vacuo and the residue was taken up in 300 ml of methylene chloride. The mixture ... Starting materials: CC(C)(C)OC(=O)N1CCC(CN2CCC(Oc3ccc(Cl)c(Cl)c3)CC2)CC1, ClCCl, O=C(O)C(F)(F)F. Yields the product Clc1ccc(OC2CCN(CC3CCNCC3)CC2)cc1Cl. RXN SMILES: [Cl:1][c:2]1[cH:3][c:4]([O:5][CH:6]2[CH2:7][CH2:8][N:9]([CH2:12][CH:13]3[CH2:14][CH2:15][N:16]([C:19]([O:20][C:21]([CH3:22])([CH3:23])[CH3:24])=[O:25])[CH2:17][CH2:18]3)[CH2:10][CH2:11]2)[cH:26][cH:27][c:28]1[Cl:29].[Cl:37][CH2:38][Cl:39].[F:30][C:31]([F:32])([F:33])[C:34]([OH:35])=[O:36]>>[Cl:1][c:2]1[cH:3][c:4]([O:5][CH:6]2[CH2:7][CH2:8][N:9]([CH2:12][CH:13]3[CH2:14][CH2:15][NH:16][CH2:17][CH2:18]3)[CH2:10][CH2:11]2)[cH:26][cH:27][c:28]1[Cl:29]. The reactants are BrC1=CC=CC=C1 (Brombenzene), [Mg] (Magnesium), [Cl-].[NH4+] (ammonium chloride), C(C1=CC=CC=C1)N1C=NC=C1CCCC(=O)OCC (Ethyl 4-(1-benzyl-1H-imidazol-5-yl)butyrate), Grignard reagent. Run in O1CCCC1 (tetrahydrofuran), O1CCCC1 (tetrahydrofuran), O1CCCC1 (tetrahydrofuran). The product is C(C1=CC=CC=C1)N1C=NC=C1CCCC(C1=CC=CC=C1)(C1=CC=CC=C1)O (1-benzyl-5-(4-hydroxy-4,4-diphenylbutyl)-1H-imidazole). As a reaction SMILES: [Mg].Br[C:3]1[CH:8]=[CH:7][CH:6]=[CH:5][CH:4]=1.[CH2:9]([N:16]1[C:20]([CH2:21][CH2:22][CH2:23][C:24]([O:26]CC)=O)=[CH:19][N:18]=[CH:17]1)[C:10]1[CH:15]=[CH:14][CH:13]=[CH:12][CH:11]=1.[Cl-].[NH4+]>O1CCCC1>[CH2:9]([N:16]1[C:20]([CH2:21][CH2:22][CH2:23][C:24]([OH:26])([C:3]2[CH:8]=[CH:7][CH:6]=[CH:5][CH:4]=2)[C:3]2[CH:8]=[CH:7][CH:6]=[CH:5][CH:4]=2)=[CH:19][N:18]=[CH:17]1)[C:10]1[CH:11]=[CH:12][CH:13]=[CH:14][CH:15]=1 |f:3.4|. Reported procedure: Magnesium turnings (0,49 g) are covered with 4 ml of dry tetrahydrofuran. Brombenzene (3,18 g) in 7 ml of dry tetrahydrofuran is added dropwise to the mixture at such a rate that a smooth reaction is maintained. The reaction mixture is refluxed for an additional hour. Ethyl 4-(1-benzyl-1H-imidazol-5-yl)butyrate (1,10 g) in 15 ml of dry tetrahydrofuran is then added dropwise to the Grignard reagent and the reaction mixture is refluxed for 2 hours. Saturated ammonium chloride is added to the coole...